Dataset: the Open Reaction Database (ORD), a public repository of structured organic reaction records. Task: describe an organic reaction: reactants, conditions, products, and yield Starting materials: ClC1=NC(=NC=C1C(F)(F)F)NC1=CC=C(CP(OCC)(OCC)=O)C=C1 (diethyl (4-{[4-chloro-5-(trifluoromethyl)pyrimidin-2-yl]amino}benzyl)phosphonate), ( 100 ), NC=1C=CC(=C2CN(C(C12)=O)C)OCC (7-Amino-4-ethoxy-2-methyl-2,3-dihydro-1H-isoindol-1-one), NC=1C=CC(=C2CN(C(C12)=O)C)OCC (7-Amino-4-ethoxy-2-methyl-2,3-dihydro-1H-isoindol-1-one). Procedure: The title compound was prepared according to the procedure for Example 102 using diethyl (4-{[4-chloro-5-(trifluoromethyl)pyrimidin-2-yl]amino}benzyl)phosphonate and 7-Amino-4-ethoxy-2-methyl-2,3-dihydro-1H-isoindol-1-one (Compound 206A). MS (ES+): m/z 594.25 (100) [MH+]; HPLC: tR=1.14 min (UPLC, purity). Product: C(C)OC=1C=CC(=C2C(N(CC12)C)=O)NC1=NC(=NC=C1C(F)(F)F)NC1=CC=C(CP(OCC)(OCC)=O)C=C1 (Diethyl [4-({4-[(7-ethoxy-2-methyl-3-oxo-2,3-dihydro-1H-isoindol-4-yl)amino]-5-(trifluoromethyl)pyrimidin-2-yl}amino)benzyl]phosphonate). Reaction SMILES: Cl[C:2]1[C:7]([C:8]([F:11])([F:10])[F:9])=[CH:6][N:5]=[C:4]([NH:12][C:13]2[CH:27]=[CH:26][C:16]([CH2:17][P:18](=[O:25])([O:22][CH2:23][CH3:24])[O:19][CH2:20][CH3:21])=[CH:15][CH:14]=2)[N:3]=1.[NH2:28][C:29]1[CH:30]=[CH:31][C:32]([O:40][CH2:41][CH3:42])=[C:33]2[C:37]=1[C:36](=[O:38])[N:35]([CH3:39])[CH2:34]2>>[CH2:41]([O:40][C:32]1[CH:31]=[CH:30][C:29]([NH:28][C:2]2[C:7]([C:8]([F:9])([F:10])[F:11])=[CH:6][N:5]=[C:4]([NH:12][C:13]3[CH:27]=[CH:26][C:16]([CH2:17][P:18](=[O:25])([O:22][CH2:23][CH3:24])[O:19][CH2:20][CH3:21])=[CH:15][CH:14]=3)[N:3]=2)=[C:37]2[C:33]=1[CH2:34][N:35]([CH3:39])[C:36]2=[O:38])[CH3:42]. Starting materials: C(C)(C)(C)OC(CN)=O (glycine tert-butyl ester), CC(CC=O)(C=C)C (3,3-dimethyl-pent-4-enal). Solvent: C(Cl)Cl (CH2Cl2). Yields the product C(C)(C)(C)OC(C/N=C/CC(C=C)(C)C)=O ([3,3-dimethyl-pent-4-en-(E)-ylideneamino]-acetic acid tert-butyl ester). Isolated yield 93.2%. As a reaction SMILES: [C:1]([O:5][C:6](=[O:9])[CH2:7][NH2:8])([CH3:4])([CH3:3])[CH3:2].[CH3:10][C:11]([CH3:17])([CH:15]=[CH2:16])[CH2:12][CH:13]=O>C(Cl)Cl>[C:1]([O:5][C:6](=[O:9])[CH2:7]/[N:8]=[CH:16]/[CH2:15][C:11]([CH3:17])([CH3:10])[CH:12]=[CH2:13])([CH3:4])([CH3:3])[CH3:2]. Procedure details: In a manner similar to the method described in Example 1a, glycine tert-butyl ester (1.3 g, 10 mmol) was reacted with 3,3-dimethyl-pent-4-enal (1.2 g, 11 mmol) in CH2Cl2 at room temperature for 18 h to give [3,3-dimethyl-pent-4-en-(E)-ylideneamino]-acetic acid tert-butyl ester as a colorless oil (2.1 g, 93%). Starting materials: di-TFA, CN1CC2=C(N(C=3C=CC(=CC23)C)CCNC(=O)C2CN(CCC2)C(=O)OC(C)(C)C)CC1 (tert-butyl 3-(2-(1,2,3,4-tetrahydro-2,8-dimethylpyrido[4,3-b]indol-5-yl)ethylcarbamoyl)piperidine-1-carboxylate), FC(C(=O)O)(F)F (trifluoroacetic acid). Solvent: ClCCl (dichloromethane). Product: CN1CC2=C(N(C=3C=CC(=CC23)C)CCNC(=O)C2CNCCC2)CC1 (N-(2-(1,2,3,4-tetrahydro-2,8-dimethylpyrido[4,3-b]indol-5-yl)ethyl)piperidine-3-carboxamide). Yield: 35.3%. As a reaction SMILES: [CH3:1][N:2]1[CH2:33][CH2:32][C:5]2[N:6]([CH2:14][CH2:15][NH:16][C:17]([CH:19]3[CH2:24][CH2:23][CH2:22][N:21](C(OC(C)(C)C)=O)[CH2:20]3)=[O:18])[C:7]3[CH:8]=[CH:9][C:10]([CH3:13])=[CH:11][C:12]=3[C:4]=2[CH2:3]1.FC(F)(F)C(O)=O>ClCCl>[CH3:1][N:2]1[CH2:33][CH2:32][C:5]2[N:6]([CH2:14][CH2:15][NH:16][C:17]([CH:19]3[CH2:24][CH2:23][CH2:22][NH:21][CH2:20]3)=[O:18])[C:7]3[CH:8]=[CH:9][C:10]([CH3:13])=[CH:11][C:12]=3[C:4]=2[CH2:3]1. Reported procedure: tert-butyl 3-(2-(1,2,3,4-tetrahydro-2,8-dimethylpyrido[4,3-b]indol-5-yl)ethylcarbamoyl)piperidine-1-carboxylate (40 mg, 0.08 mmol) was stirred with trifluoroacetic acid (0.1 mL) in dichloromethane (2 ml) to obtain 10 mg of N-(2-(1,2,3,4-tetrahydro-2,8-dimethylpyrido[4,3-b]indol-5-yl)ethyl)piperidine-3-carboxamide as di-TFA salt after purification by reverse-phase chromatography (C-18, 500 mm×50 mm, Mobile Phase A=0.05% TFA in water, B=0.05% TFA in acetonitrile, Gradient: 10% B to 80% B in 30 min... The reactants are Cl.N1=C(C=CC=C1)C=1CCNCC1 (1′,2′,3′,6′-tetrahydro-[2,4′]bipyridinyl hydrochloride), C=O (paraformaldehyde), ClC=1C=C(C(=O)N)C=CC1 (3-chlorobenzamide), C([O-])([O-])=O.[K+].[K+] (potassium carbonate). Solvent: C(C)O (ethyl alcohol). Product: ClC=1C=C(C(=O)NCN2CCC(=CC2)C2=NC=CC=C2)C=CC1 (3-chloro-N-(3′,6′-dihydro-2,4′-bipyridin-1′(2′H)-ylmethyl)benzamide). The yield is 61.0%. RXN SMILES: Cl.[N:2]1[CH:7]=[CH:6][CH:5]=[CH:4][C:3]=1[C:8]1[CH2:9][CH2:10][NH:11][CH2:12][CH:13]=1.C=O.[Cl:16][C:17]1[CH:18]=[C:19]([CH:23]=[CH:24][CH:25]=1)[C:20]([NH2:22])=[O:21].[C:26](=O)([O-])[O-].[K+].[K+]>C(O)C>[Cl:16][C:17]1[CH:18]=[C:19]([CH:23]=[CH:24][CH:25]=1)[C:20]([NH:22][CH2:26][N:11]1[CH2:10][CH:9]=[C:8]([C:3]2[CH:4]=[CH:5][CH:6]=[CH:7][N:2]=2)[CH2:13][CH2:12]1)=[O:21] |f:0.1,4.5.6|. Reported procedure: A mixture of 1′,2′,3′,6′-tetrahydro-[2,4′]bipyridinyl hydrochloride (20 mg, 0.10 mmol, Saari, W. S.; et al. J. Med. Chem. 1984, 27, 1182), paraformaldehyde (30 mg, 1 mmol), 3-chlorobenzamide (78 mg, 0.5 mmol, Lancaster), and 42 mg of potassium carbonate (0.3 mmol) in 2.5 mL absolute ethyl alcohol was heated to reflux under nitrogen overnight. The mixture was cooled to room temperature, filtered, and the solvent was removed. The residue was purified by flash column chromatography on silica gel (1... Reactants: C(C)(C)(C)O[C@H](CO)C=1C(=C2C=CC(=NC2=CC1Cl)C)C1=CC=C(C=C1)Cl ((S)-2-tert-butoxy-2-(7-chloro-5-(4-chlorophenyl)-2-methylquinolin-6-yl)ethanol), C(C(C)(C)C)(=O)OC[C@@H](OC(C)(C)C)C=1C(=C2C=CC(=NC2=CC1C)C)Br ((S)-2-(5-bromo-2,7-dimethylquinolin-6-yl)-2-tert-butoxyethyl pivalate). Yields the product BrC1=C2C=CC(=NC2=CC(=C1[C@@H](CO)OC(C)(C)C)C)C ((S)-2-(5-bromo-2,7-dimethylquinolin-6-yl)-2-tert-butoxyethanol). RXN SMILES: C(O[C@@H](C1C(C2C=CC(Cl)=CC=2)=C2C(=CC=1Cl)N=C(C)C=C2)CO)(C)(C)C.C([O:34][CH2:35][C@H:36]([C:42]1[C:43]([Br:54])=[C:44]2[C:49](=[CH:50][C:51]=1[CH3:52])[N:48]=[C:47]([CH3:53])[CH:46]=[CH:45]2)[O:37][C:38]([CH3:41])([CH3:40])[CH3:39])(=O)C(C)(C)C>>[Br:54][C:43]1[C:42]([C@H:36]([O:37][C:38]([CH3:39])([CH3:40])[CH3:41])[CH2:35][OH:34])=[C:51]([CH3:52])[CH:50]=[C:49]2[C:44]=1[CH:45]=[CH:46][C:47]([CH3:53])=[N:48]2. Procedure details: Compound 5F was prepared following the procedure used to prepare compound 1K of Example 1, except that (S)-2-(5-bromo-2,7-dimethylquinolin-6-yl)-2-tert-butoxyethyl pivalate (5E) was used instead of compound 1J. LCMS-ESI+ (m/z): 352.2, 354.2 (M+H)+.